From a dataset of the Open Reaction Database (ORD), a public repository of structured organic reaction records. describe an organic reaction: reactants, conditions, products, and yield Starting materials: ClC=1C=C(C=2C=NNC2C1)C#N (6-chloro-1H-indazole-4-carbonitrile), [OH-].[K+] (KOH), II (I2). Run in CN(C)C=O (DMF). Run at temperature 50 celsius. Yields the product ClC=1C=C(C=2C(=NNC2C1)I)C#N (6-chloro-3-iodo-1H-indazole-4-carbonitrile). The yield is 58.8%. RXN SMILES: [Cl:1][C:2]1[CH:3]=[C:4]([C:11]#[N:12])[C:5]2[CH:6]=[N:7][NH:8][C:9]=2[CH:10]=1.[OH-].[K+].[I:15]I>CN(C=O)C>[Cl:1][C:2]1[CH:3]=[C:4]([C:11]#[N:12])[C:5]2[C:6]([I:15])=[N:7][NH:8][C:9]=2[CH:10]=1 |f:1.2|. Reported procedure: To a solution of 6-chloro-1H-indazole-4-carbonitrile (2.0 g, 11.26 mmol) in DMF (30 mL) was added KOH (1.89 g, 33.78 mmol) and I2 (5.72 g, 22.52 mmol). The mixture was heated at 50° C. overnight. The reaction mixture was quenched with EtOAc (200 mL) and water (100 mL). The organic layer was concentrated in vacuo to afford 6-chloro-3-iodo-1H-indazole-4-carbonitrile as white solid (2.01 g, 58.8%). MS (ESI): m/z=304 [M+1]+. Reactants: CC[N+](CC)(CC)Cc1ccccc1, C1COCCO1, COC(=O)C1CO1, CCOCC, [Cl-], CS(=O)(=O)Nc1ccc(Oc2ccc(C(F)(F)F)cc2)cc1, [K+], [K+], O=C([O-])[O-], O. Yields the product COC(=O)C(O)CN(c1ccc(Oc2ccc(C(F)(F)F)cc2)cc1)S(C)(=O)=O. Reaction SMILES: [CH2:43]([N+:44]([CH2:45][CH3:46])([CH2:47][CH3:48])[CH2:49][CH3:50])[c:51]1[cH:52][cH:53][cH:54][cH:55][cH:56]1.[CH2:57]1[O:58][CH2:59][CH2:60][O:61][CH2:62]1.[CH3:29][O:30][C:31]([CH:32]1[CH2:33][O:34]1)=[O:35].[CH3:36][CH2:37][O:38][CH2:39][CH3:40].[Cl-:42].[F:1][C:2]([c:3]1[cH:4][cH:5][c:6]([O:7][c:8]2[cH:9][cH:10][c:11]([NH:14][S:15](=[O:16])(=[O:17])[CH3:18])[cH:12][cH:13]2)[cH:19][cH:20]1)([F:21])[F:22].[K+:23].[K+:24].[O-:25][C:26]([O-:27])=[O:28].[OH2:41]>>[F:1][C:2]([c:3]1[cH:4][cH:5][c:6]([O:7][c:8]2[cH:9][cH:10][c:11]([N:14]([S:15](=[O:16])(=[O:17])[CH3:18])[CH2:33][CH:32]([C:31]([O:30][CH3:29])=[O:35])[OH:34])[cH:12][cH:13]2)[cH:19][cH:20]1)([F:21])[F:22]. Starting materials: NS(=O)(=O)c1cc(C(=O)NCc2ccccc2)ccc1Cl, CN1CCNCC1. Yields the product CN1CCN(c2ccc(C(=O)NCc3ccccc3)cc2S(N)(=O)=O)CC1, Cl. As a reaction SMILES: [CH2:1]([c:2]1[cH:3][cH:4][cH:5][cH:6][cH:7]1)[NH:8][C:9]([c:10]1[cH:11][c:12]([S:17]([NH2:18])(=[O:19])=[O:20])[c:13]([Cl:16])[cH:14][cH:15]1)=[O:21].[CH3:22][N:23]1[CH2:24][CH2:25][NH:26][CH2:27][CH2:28]1>>[CH2:1]([c:2]1[cH:3][cH:4][cH:5][cH:6][cH:7]1)[NH:8][C:9]([c:10]1[cH:11][c:12]([S:17]([NH2:18])(=[O:19])=[O:20])[c:13]([N:26]2[CH2:25][CH2:24][N:23]([CH3:22])[CH2:28][CH2:27]2)[cH:14][cH:15]1)=[O:21].[ClH:16]. Reactants: BrC1=CC(=C(C=C1)CCO)C (2-(4-bromo-2-methylphenyl)ethanol), BrC1=CC(=C(C=C1)C=C)CC (4-bromo-2-ethyl-1-vinylbenzene), B1C2CCCC1CCC2 (9-BBN). Product: BrC1=CC(=C(C=C1)CCO)CC (2-(4-bromo-2-ethylphenyl)ethanol). The yield is 81.0%. Reaction SMILES: [Br:1][C:2]1[CH:7]=[CH:6][C:5]([CH2:8][CH2:9][OH:10])=[C:4]([CH3:11])[CH:3]=1.Br[C:13]1C=CC(C=C)=C(CC)C=1.B1C2CCCC1CCC2>>[Br:1][C:2]1[CH:7]=[CH:6][C:5]([CH2:8][CH2:9][OH:10])=[C:4]([CH2:11][CH3:13])[CH:3]=1. Reported procedure: Using a procedure analogous to that used to prepare 30B, 36A (1.98 g, 5.1 mmol) was heated in a pressure vessel with 9-BBN at 100° C. for 15 h to yield 36B (0.95 g, 81%) as a clear oil. 1H NMR (400 MHz, CDCl3) δ ppm 1.23 (t, J=7.58 Hz, 3 H) 2.66 (q, J=7.58 Hz, 2 H) 2.87 (t, J=6.82 Hz, 2 H) 3.83 (t, J=6.82 Hz, 2 H) 7.06 (d, J=8.08 Hz, 1 H) 7.25-7.31 (m, 1 H) 7.32-7.37 (m, 1 H).